This data is from the Open Reaction Database (ORD), a public repository of structured organic reaction records. The task is: describe an organic reaction: reactants, conditions, products, and yield Reactants: N(C1=CC=CC=C1)C1=NC(=CC(=N1)C)C=C(C)Cl (2-anilino-4-methyl-6-(2-chloropropen-1-yl)pyrimidine), KF alumina. Run in C(C)#N (acetonitrile). Reaction conditions: time 5 hour. Yields the product N(C1=CC=CC=C1)C1=NC(=CC(=N1)C)C#CC (2-anilino-4-methyl-6(1-propynyl)pyrimidine). Yield: 6.7%. As a reaction SMILES: [NH:1]([C:8]1[N:13]=[C:12]([CH3:14])[CH:11]=[C:10]([CH:15]=[C:16](Cl)[CH3:17])[N:9]=1)[C:2]1[CH:7]=[CH:6][CH:5]=[CH:4][CH:3]=1>C(#N)C>[NH:1]([C:8]1[N:13]=[C:12]([CH3:14])[CH:11]=[C:10]([C:15]#[C:16][CH3:17])[N:9]=1)[C:2]1[CH:3]=[CH:4][CH:5]=[CH:6][CH:7]=1. Procedure details: Into a 50 ml round bottom flask, 0.52 g (0.02 mol) of 2-anilino-4-methyl-6-(2-chloropropen-1-yl)pyrimidine, 4.0 g of KF/alumina and 20 ml of anhydrous acetonitrile were charged, and the mixture was stirred at room temperature for 5 hours in the flask equipped with a calcium chloride tube. Then, the mixture was subjected to filtration to remove the solid content, and the solvent was distilled off. The residue was dissolved in toluene and washed with water. This toluene layer was washed with water... The reactants are N(=O)N1CCCSC2=C1C=CC=C2 (5-nitroso-2,3,4,5-tetrahydro-1,5-benzothiazepine), [H-].[H-].[H-].[H-].[Li+].[Al+3] (LAH), [OH-].[Na+] (NaOH), O (H2O). Solvent: C1CCOC1 (THF). Reaction conditions: time 1 hour. Product: S1CCCN(C2=C1C=CC=C2)N (3,4-dihydro-1,5-benzothiazepin-5(2H)-amine). The yield is 59.1%. As a reaction SMILES: [N:1]([N:3]1[C:9]2[CH:10]=[CH:11][CH:12]=[CH:13][C:8]=2[S:7][CH2:6][CH2:5][CH2:4]1)=O.[H-].[H-].[H-].[H-].[Li+].[Al+3].O.[OH-].[Na+]>C1COCC1>[S:7]1[C:8]2[CH:13]=[CH:12][CH:11]=[CH:10][C:9]=2[N:3]([NH2:1])[CH2:4][CH2:5][CH2:6]1 |f:1.2.3.4.5.6,8.9|. Reported procedure: A solution of 5-nitroso-2,3,4,5-tetrahydro-1,5-benzothiazepine (32.21 g, 0.166 mol) in THF (650 mL) was added dropwise to LAH (1.0M in THF, 166 mL) under N2 such that the temperature did not rise above 27-29° C. Once the addition was complete, the mixture was stirred at room temperature for 1 hr. It was cooled in an ice bath and treated with H2O (7.3 mL) added dropwise, followed by 1N NaOH (32.4 mL). Once at room temperature, the mixture was filtered and the filtrate was evaporated under reduced... The reactants are polyphosphoric acid, S1C=CC=C1 (thiophene), C(\C(\C)=C\C)(=O)O (tiglic acid). Solvent: C(Cl)Cl (CH2Cl2), ice. Conditions: time 2 hour. Product: CC1C(C(C=2SC=CC21)=O)C (4,5-Dimethyl-4,5-dihydro-6H-cyclopenta[b]thiophen-6-one). As a reaction SMILES: [S:1]1[CH:5]=[CH:4][CH:3]=[CH:2]1.[C:6](O)(=[O:11])/[C:7](=[CH:9]/[CH3:10])/[CH3:8]>C(Cl)Cl>[CH3:10][CH:9]1[C:3]2[CH:4]=[CH:5][S:1][C:2]=2[C:6](=[O:11])[CH:7]1[CH3:8]. Procedure details: To polyphosphoric acid (prepared from 500 g of P4O10 and 340 g of 85% H3PO4), a mixture of 47.6 ml (50.0 g, 0.60 mol) of thiophene and 59.5 g (0.60 mol) of tiglic acid in 80 ml of CH2Cl2 was added over 2.5 hours at 50° C. This mixture was stirred at this temperature for 2 hours, and then immersed in 1 kg of ice. The product was extracted with 3×300 ml of methyl-tert-butyl ether. The combined extract was washed with a saturated aqueous solution of Na2CO3, dried over K2CO3, and evaporated to dryne... The reactants are O (water), C(C)(C)(C)OC(N(C)[C@@](C=NC)(CC=C)C1=CC(=C(C=C1)Cl)Cl)=O (tert-Butyl[2-(S)-(3,4-dichlorophenyl)-1-methylimino(4-penten-2-yl)]methylcarbamate), CC(=O)C (Acetone), B.[Na] (sodium boron hydride). Run in CO (methanol). Conditions: time 3 hour. The product is C(C)(C)(C)OC(N(C)[C@@](CNC)(CC=C)C1=CC(=C(C=C1)Cl)Cl)=O (tert-butyl[2-(S)-(3,4-dichlorophenyl)-1-methylamino(4-penten-2-yl)]methylcarbamate). The yield is 100.8%. Reaction SMILES: [C:1]([O:5][C:6](=[O:24])[N:7]([C@:9]([C:16]1[CH:21]=[CH:20][C:19]([Cl:22])=[C:18]([Cl:23])[CH:17]=1)([CH2:13][CH:14]=[CH2:15])[CH:10]=[N:11][CH3:12])[CH3:8])([CH3:4])([CH3:3])[CH3:2].B.[Na].CC(C)=O.O>CO>[C:1]([O:5][C:6](=[O:24])[N:7]([C@:9]([C:16]1[CH:21]=[CH:20][C:19]([Cl:22])=[C:18]([Cl:23])[CH:17]=1)([CH2:13][CH:14]=[CH2:15])[CH2:10][NH:11][CH3:12])[CH3:8])([CH3:2])([CH3:3])[CH3:4] |f:1.2,^1:25|. Reported procedure: tert-Butyl[2-(S)-(3,4-dichlorophenyl)-1-methylimino(4-penten-2-yl)]methylcarbamate (314.5 g) was dissolved in methanol (2 L). Under cooling with ice, sodium boron hydride (38.5 g) was added thereto, and the mixture was stirred for 3 hours. Acetone (177 g) was added to the reaction mixture and then stirred for 30 minutes. The reaction mixture was poured into water, and the resultant mixture was extracted with ethyl acetate. The organic layer was sequentially washed with water and saturated brine ...